From a dataset of the Open Reaction Database (ORD), a public repository of structured organic reaction records. describe an organic reaction: reactants, conditions, products, and yield The reactants are C1CCOC1 (THF), [OH-].[Na+] (NaOH), CC1=C(C=CC=C1)NC=1OC2=C(N1)C=CC(=C2)CC(=O)OC (methyl 2-(2-methylphenylamino)-6-benzoxazolylacetate). Run in Cl (HCl). Reaction conditions: time 5 hour. Product: CC1=C(C=CC=C1)NC=1OC2=C(N1)C=CC(=C2)CC(=O)O (2-(2-methylphenylamino)-6-benzoxazolylacetic acid). Reaction SMILES: C1COCC1.[OH-].[Na+].[CH3:8][C:9]1[CH:14]=[CH:13][CH:12]=[CH:11][C:10]=1[NH:15][C:16]1[O:17][C:18]2[CH:24]=[C:23]([CH2:25][C:26]([O:28]C)=[O:27])[CH:22]=[CH:21][C:19]=2[N:20]=1>Cl>[CH3:8][C:9]1[CH:14]=[CH:13][CH:12]=[CH:11][C:10]=1[NH:15][C:16]1[O:17][C:18]2[CH:24]=[C:23]([CH2:25][C:26]([OH:28])=[O:27])[CH:22]=[CH:21][C:19]=2[N:20]=1 |f:1.2|. Procedure details: THF (30 ml) and 0.25N NaOH (32 ml, 8.00 mmol) were added to methyl 2-(2-methylphenylamino)-6-benzoxazolylacetate (1.18 g, 3.98 mmol), followed by stirring at room temperature for 5 hours. The reaction mixture was poured in 1N HCl (50 ml), followed by extraction with a chloroform-methanol (5:1, 2×200 ml) mixture. The extract was dried over anhydrous magnesium sulfate and distilled under reduced pressure to remove the solvent, whereby the title compound (867 mg, 77%) was obtained as a pale yellow ...